From a dataset of the Open Reaction Database (ORD), a public repository of structured organic reaction records. describe an organic reaction: reactants, conditions, products, and yield Starting materials: CN1CC(c2cnccn2)OC1=O, [K+], [OH-], CNCC(O)c1ccco1. The product is CNCC(O)c1cnccn1. RXN SMILES: [CH3:11][N:12]1[C:13](=[O:23])[O:14][CH:15]([c:17]2[n:18][cH:19][cH:20][n:21][cH:22]2)[CH2:16]1.[K+:25].[OH-:24].[o:1]1[cH:2][cH:3][cH:4][c:5]1[CH:6]([OH:7])[CH2:8][NH:9][CH3:10]>>[CH3:11][NH:12][CH2:16][CH:15]([OH:14])[c:17]1[n:18][cH:19][cH:20][n:21][cH:22]1.